Task: describe an organic reaction: reactants, conditions, products, and yield. Dataset: the Open Reaction Database (ORD), a public repository of structured organic reaction records Reactants: [OH-].[Na+] (sodium hydroxide), C(C)OC(C1=CC=C(C=C1)O)=O (4-Hydroxybenzoic acid ethyl ester), ester, C1(CCC1)Br (cyclobutyl bromide), C(=O)([O-])[O-].[Cs+].[Cs+] (Cs2CO3). The solvent is CN(C)C=O (DMF), C(C)O (ethanol). Yields the product C1(CCC1)COC1=CC=C(C(=O)O)C=C1 (4-Cyclobutylmethoxybenzoic acid). RXN SMILES: C([O:3][C:4](=[O:12])[C:5]1[CH:10]=[CH:9][C:8]([OH:11])=[CH:7][CH:6]=1)C.[CH:13]1(Br)[CH2:16][CH2:15][CH2:14]1.[C:18]([O-])([O-])=O.[Cs+].[Cs+].[OH-].[Na+]>C(O)C.CN(C=O)C>[CH:13]1([CH2:18][O:11][C:8]2[CH:7]=[CH:6][C:5]([C:4]([OH:3])=[O:12])=[CH:10][CH:9]=2)[CH2:16][CH2:15][CH2:14]1 |f:2.3.4,5.6|. Procedure: 4-Hydroxybenzoic acid ethyl ester was alkylated with cyclobutyl bromide by standard methods (DMF, Cs2CO3), and the resulting ester was hydrolyzed by boiling with sodium hydroxide in aqueous ethanol. The product with the molecular weight of 206.24 (C12H14O3); MS (ESI): 207 (M+H+) was obtained in this way. Starting materials: CN(C(CN1C=C(C2=CC(=CC=C12)OCC1=CC=CC=C1)C=CC(=O)OCC)=O)CCC1=CC=CC=C1 (N-methyl-N-phenethyl-2-[5-benzyloxy-3-(2-carboethoxyvinyl)-indol-1-yl]acetamide), CN(C(CN1C=C(C2=C(C=CC=C12)OCC1=CC=CC=C1)C=CC(=O)OCC)=O)CCC1=CC=CC=C1 (N-methyl-N-phenethyl-2-[4-benzyloxy-3-(2-carboethoxyvinyl)indol-1-yl]acetamide), CN(C(CN1C=C(C2=C(C=CC=C12)OCC1=CC=CC=C1)C=CC(=O)O)=O)CCC1=CC=CC=C1 (N-methyl-N-phenethyl-2-[4-benzyloxy-3-(2-carboxyvinyl)indol-1-yl]acetamide). Reported procedure: When N-methyl-N-phenethyl-2-[5-benzyloxy-3-(2-carboethoxyvinyl)-indol-1-yl]acetamide in the procedure of Example 23 is replaced with N-methyl-N-phenethyl-2-[4-benzyloxy-3-(2-carboethoxyvinyl)indol-1-yl]acetamide then the product prepared is N-methyl-N-phenethyl-2-[4-benzyloxy-3-(2-carboxyvinyl)indol-1-yl]acetamide as a white powder. (m.p. 170°-174° C.) Reaction SMILES: CN(CCC1C=CC=CC=1)[C:3](=O)[CH2:4]N1C2C(=CC(OCC3C=CC=CC=3)=CC=2)C(C=CC(OCC)=O)=C1.[CH3:38][N:39]([CH2:67][CH2:68][C:69]1[CH:74]=[CH:73][CH:72]=[CH:71][CH:70]=1)[C:40](=[O:66])[CH2:41][N:42]1[C:50]2[C:45](=[C:46]([O:51][CH2:52][C:53]3[CH:58]=[CH:57][CH:56]=[CH:55][CH:54]=3)[CH:47]=[CH:48][CH:49]=2)[C:44]([CH:59]=[CH:60][C:61]([O:63]CC)=[O:62])=[CH:43]1.CN(CCC1C=CC=CC=1)C(=O)CN1C2C(=C(OCC3C=CC=CC=3)C=CC=2)C(C=CC(O)=O)=C1>>[CH3:38][N:39]([CH2:67][CH2:68][C:69]1[CH:70]=[CH:71][CH:72]=[CH:73][CH:74]=1)[C:40](=[O:66])[CH2:41][N:42]1[C:50]2[C:45](=[C:46]([O:51][CH2:52][C:53]3[CH:54]=[CH:55][CH:56]=[CH:57][CH:58]=3)[CH:47]=[CH:48][CH:49]=2)[C:44]([CH:59]=[C:60]([C:61]([OH:63])=[O:62])[CH2:3][CH3:4])=[CH:43]1. Yields the product CN(C(CN1C=C(C2=C(C=CC=C12)OCC1=CC=CC=C1)C=C(CC)C(=O)O)=O)CCC1=CC=CC=C1 (N-methyl-N-phenethyl-2-[4-benzyloxy-3-(2-carboxy-2-ethylvinyl)indol-1-yl]acetamide).